Dataset: the Open Reaction Database (ORD), a public repository of structured organic reaction records. Task: describe an organic reaction: reactants, conditions, products, and yield Reactants: ClC=1C=C(C=CC1)CCC=1C(=NC=CC1)C(=O)NC(C)(C)C (3-[2-(3-chlorophenyl)ethyl]-N-(1,1-dimethylethyl)-2-pyridine carboxamide), P(=O)(Cl)(Cl)Cl (phosphorous oxychloride). Yields the product ClC=1C=C(C=CC1)CCC=1C(=NC=CC1)C#N (3-[2-(3-CHLOROPHENYL)ETHYL]-2-PYRIDINE-CARBONITRILE). RXN SMILES: [Cl:1][C:2]1[CH:3]=[C:4]([CH2:8][CH2:9][C:10]2[C:11]([C:16]([NH:18]C(C)(C)C)=O)=[N:12][CH:13]=[CH:14][CH:15]=2)[CH:5]=[CH:6][CH:7]=1.P(Cl)(Cl)(Cl)=O>>[Cl:1][C:2]1[CH:3]=[C:4]([CH2:8][CH2:9][C:10]2[C:11]([C:16]#[N:18])=[N:12][CH:13]=[CH:14][CH:15]=2)[CH:5]=[CH:6][CH:7]=1. Reported procedure: Heat a solution of the title compound of Preparative Example 1B, 3-[2-(3-chlorophenyl)ethyl]-N-(1,1-dimethylethyl)-2-pyridine carboxamide (175 g, 0.554 mole) in phosphorous oxychloride (525 mL, 863 g, 5.63 mole) and reflux for 3 hours. Determine completion of the reaction by thin layer chromatography. Remove any excess phosphorous oxychloride by distillation at reduced pressure and quench the reaction in a mixture of water and isopropanol. Bring to pH 5-7 by adding 50% aqueous NaOH solution whil... Starting materials: NCC(=O)N1C=CC2=CC(=CC=C12)\C=C\C(C(F)(F)F)C1=CC(=C(C(=C1)Cl)F)Cl ((E)-2-Amino-1-(5-(3-(3,5-dichloro-4-fluorophenyl)-4,4,4-trifluorobut-1-enyl)-1H-indol-1-yl)ethanone), ClC=1C=C(C=C(C1F)Cl)C(/C=C/C=1C=C2C=CN(C2=CC1)C(CNC(OC(C)(C)C)=O)=O)C(F)(F)F ((E)-tert-butyl 2-(5-(3-(3,5-dichloro-4-fluorophenyl)-4,4,4-trifluorobut-1-enyl)-1H-indol-1-yl)-2-oxoethylcarbamate), C(=O)(C(F)(F)F)O (TFA). Run in C(Cl)Cl (CH2Cl2), C(Cl)Cl (CH2Cl2). Reaction conditions: time 16 hour. Product: ClC=1C=C(C=C(C1F)Cl)C(/C=C/C=1C=C2C=CN(C2=CC1)C(CNC(CC(F)(F)F)=O)=O)C(F)(F)F ((E)-N-(2-(5-(3-(3,5-Dichloro-4-fluorophenyl)-4,4,4-trifluorobut-1-en-1-yl)-1H-indol-1-yl)-2-oxoethyl)-3,3,3-trifluoropropanamide). Reaction SMILES: NCC(N1C2C(=CC(/C=C/[CH:16](C3C=C(Cl)C(F)=C(Cl)C=3)[C:17]([F:20])([F:19])[F:18])=CC=2)C=C1)=O.[Cl:30][C:31]1[CH:32]=[C:33]([CH:39]([C:62]([F:65])([F:64])[F:63])/[CH:40]=[CH:41]/[C:42]2[CH:43]=[C:44]3[C:48](=[CH:49][CH:50]=2)[N:47]([C:51](=[O:61])[CH2:52][NH:53][C:54](=[O:60])OC(C)(C)C)[CH:46]=[CH:45]3)[CH:34]=[C:35]([Cl:38])[C:36]=1[F:37].C(O)(C(F)(F)F)=O>C(Cl)Cl>[Cl:30][C:31]1[CH:32]=[C:33]([CH:39]([C:62]([F:65])([F:63])[F:64])/[CH:40]=[CH:41]/[C:42]2[CH:43]=[C:44]3[C:48](=[CH:49][CH:50]=2)[N:47]([C:51](=[O:61])[CH2:52][NH:53][C:54](=[O:60])[CH2:16][C:17]([F:20])([F:19])[F:18])[CH:46]=[CH:45]3)[CH:34]=[C:35]([Cl:38])[C:36]=1[F:37]. Procedure: (E)-2-Amino-1-(5-(3-(3,5-dichloro-4-fluorophenyl)-4,4,4-trifluorobut-1-enyl)-1H-indol-1-yl)ethanone (BI23): To a stirred solution of (E)-tert-butyl 2-(5-(3-(3,5-dichloro-4-fluorophenyl)-4,4,4-trifluorobut-1-enyl)-1H-indol-1-yl)-2-oxoethylcarbamate (0.05 g, 0.09 mmol) in CH2Cl2 (5.0 mL) was added TFA (0.01 mL) and the reaction was stirred at ambient temperature for 16 h. The reaction mixture was diluted with CH2Cl2 and washed with saturated NaHCO3 solution, water and brine solution. The separated... Isolated yield 97.7%. Run in O (water), C1(=CC=CC=C1)C (toluene). Conditions: time 12 hour. The reactants are C([O-])(O)=O.[Na+] (sodium bicarbonate), II (iodine), C(C)C1CC(C1)N1C=NC(=C1)CO ([1-(3-Ethylcyclobutyl)-1H-imidazol-4-yl]methanol), S(=S)(=O)([O-])[O-].[Na+].[Na+] (sodium thiosulfate). Procedure details: The compound (119 mg) obtained in Step 2 of this Reference Example was dissolved in toluene (5 mL). To this solution, a solution of sodium bicarbonate (166 mg) in water (4 mL), iodine (305 mg), and 2,2,6,6-tetramethyl-1-piperidinyloxy (11 mg) were added in this order, and the mixture was stirred at room temperature for 12 hours. To the reaction solution, saturated aqueous sodium thiosulfate was added, and organic matter was extracted with ethyl acetate. The organic layer was dried over anhydrous... Yields the product C(C)C1CC(C1)N1C=NC(=C1)C=O (1-(3-Ethylcyclobutyl)-1H-imidazole-4-carbaldehyde). Reaction SMILES: [CH2:1]([CH:3]1[CH2:6][CH:5]([N:7]2[CH:11]=[C:10]([CH2:12][OH:13])[N:9]=[CH:8]2)[CH2:4]1)[CH3:2].C(=O)(O)[O-].[Na+].II.S([O-])([O-])(=O)=S.[Na+].[Na+]>C1(C)C=CC=CC=1.O>[CH2:1]([CH:3]1[CH2:4][CH:5]([N:7]2[CH:11]=[C:10]([CH:12]=[O:13])[N:9]=[CH:8]2)[CH2:6]1)[CH3:2] |f:1.2,4.5.6|. Starting materials: O=C(O)Cn1c(-c2cccc(Br)c2)nc2cccnc21, CN, C1CCOC1. Product: CNC(=O)Cn1c(-c2cccc(Br)c2)nc2cccnc21. As a reaction SMILES: [Br:1][c:2]1[cH:3][c:4](-[c:8]2[n:9][c:10]3[c:11]([n:12][cH:13][cH:14][cH:15]3)[n:16]2[CH2:17][C:18](=[O:19])[OH:20])[cH:5][cH:6][cH:7]1.[CH3:21][NH2:22].[O:23]1[CH2:24][CH2:25][CH2:26][CH2:27]1>>[Br:1][c:2]1[cH:3][c:4](-[c:8]2[n:9][c:10]3[c:11]([n:12][cH:13][cH:14][cH:15]3)[n:16]2[CH2:17][C:18](=[O:20])[NH:22][CH3:21])[cH:5][cH:6][cH:7]1. Reactants: CC(C)(C)S(=O)N=C1CCC1, CC(C)[N-]C(C)C, Cc1cc(Nc2nccc(C3CC3)n2)cc(-c2cncs2)c1, [Li+], C1CCOC1. Product: Cc1cc(Nc2nccc(C3CC3)n2)cc(-c2cnc(C3(NS(=O)C(C)(C)C)CCC3)s2)c1. RXN SMILES: [C:31]1(=[N:35][S:36](=[O:37])[C:38]([CH3:39])([CH3:40])[CH3:41])[CH2:32][CH2:33][CH2:34]1.[CH3:24][CH:25]([N-:26][CH:27]([CH3:28])[CH3:29])[CH3:30].[CH:1]1([c:4]2[n:5][c:6]([NH:10][c:11]3[cH:12][c:13]([CH3:22])[cH:14][c:15](-[c:17]4[cH:18][n:19][cH:20][s:21]4)[cH:16]3)[n:7][cH:8][cH:9]2)[CH2:2][CH2:3]1.[Li+:23].[O:42]1[CH2:43][CH2:44][CH2:45][CH2:46]1>>[CH:1]1([c:4]2[n:5][c:6]([NH:10][c:11]3[cH:12][c:13]([CH3:22])[cH:14][c:15](-[c:17]4[cH:18][n:19][c:20]([C:31]5([NH:35][S:36](=[O:37])[C:38]([CH3:39])([CH3:40])[CH3:41])[CH2:32][CH2:33][CH2:34]5)[s:21]4)[cH:16]3)[n:7][cH:8][cH:9]2)[CH2:2][CH2:3]1.